From a dataset of the Open Reaction Database (ORD), a public repository of structured organic reaction records. describe an organic reaction: reactants, conditions, products, and yield Solvent: C(CCC)O (n-butyl alcohol). The reactants are ClC=1C=CC2=C(C(=NCC(N2)=S)C2=CC=CC=C2)C1 (1,3-dihydro-7-chloro-5-phenyl-2H-1,4-benzodiazepine-2-thione), OCC(=O)NN (hydroxyacetic acid hydrazide). Reported procedure: In the manner given in Preparation 1, a solution of 1,3-dihydro-7-chloro-5-phenyl-2H-1,4-benzodiazepine-2-thione in n-butyl alcohol is heated to reflux with hydroxyacetic acid hydrazide to give 8-chloro-1-(hydroxymethyl)-6-phenyl-4H-s-triazolo[4,3-a][1,4]benzodiazepine of melting point 204°-206.5° C. Anal. calcd. for C17H13ClN4O: C, 62.87; H, 4.03; Cl, 10.92; N, 17.25. Found: C, 62.66; H, 14.11; Cl, 10.93; N, 17.25. Preparation 3 8-Nitro-1-(hydroxymethyl)-6-(o-fluorophenyl)-4H-s-triazolo[4,3-a][... RXN SMILES: [Cl:1][C:2]1[CH:3]=[CH:4][C:5]2[NH:11][C:10](=S)[CH2:9][N:8]=[C:7]([C:13]3[CH:18]=[CH:17][CH:16]=[CH:15][CH:14]=3)[C:6]=2[CH:19]=1.[OH:20][CH2:21][C:22]([NH:24][NH2:25])=O>C(O)CCC>[Cl:1][C:2]1[CH:3]=[CH:4][C:5]2[N:11]3[C:22]([CH2:21][OH:20])=[N:24][N:25]=[C:10]3[CH2:9][N:8]=[C:7]([C:13]3[CH:18]=[CH:17][CH:16]=[CH:15][CH:14]=3)[C:6]=2[CH:19]=1. Yields the product ClC=1C=CC2=C(C(=NCC=3N2C(=NN3)CO)C3=CC=CC=C3)C1 (8-chloro-1-(hydroxymethyl)-6-phenyl-4H-s-triazolo[4,3-a][1,4]benzodiazepine). The reactants are C(C)OC(CCCCN1CCN(CC1)CCCCNC(=O)OC(C)(C)C)=O (5-[4-(4-tert-Butoxycarbonylaminobutyl)piperazin-1-yl]pentanoic acid ethyl ester), C1CCOC1 (THF), [OH-].[Li+] (lithium hydroxide). Solvent: CO (methanol), O (water). Run at time 20 hour. Product: C(C)(C)(C)OC(=O)NCCCCN1CCN(CC1)CCCCC(=O)O (5-[4-(4-tert-Butoxycarbonylaminobutyl)piperazin-1-yl]pentanoic acid), oil. Isolated yield 95.0%. RXN SMILES: C([O:3][C:4](=[O:27])[CH2:5][CH2:6][CH2:7][CH2:8][N:9]1[CH2:14][CH2:13][N:12]([CH2:15][CH2:16][CH2:17][CH2:18][NH:19][C:20]([O:22][C:23]([CH3:26])([CH3:25])[CH3:24])=[O:21])[CH2:11][CH2:10]1)C.C1COCC1.[OH-].[Li+]>CO.O>[C:23]([O:22][C:20]([NH:19][CH2:18][CH2:17][CH2:16][CH2:15][N:12]1[CH2:11][CH2:10][N:9]([CH2:8][CH2:7][CH2:6][CH2:5][C:4]([OH:27])=[O:3])[CH2:14][CH2:13]1)=[O:21])([CH3:26])([CH3:24])[CH3:25] |f:2.3|. Procedure: To a solution of 5-[4-(4-tert-butoxycarbonylaminobutyl)piperazin-1-yl]pentanoic acid ethyl ester (18) (1.62 g, 4.20 mmol) in methanol (12 mL)/THF (10 mL) was added a solution of lithium hydroxide (0.35 g, 8.40 mmol) in water (4 mL). The reaction mixture was stirred at room temperature for 20 h and then concentrated in vacuo. The resulting residue was diluted with water (5 mL) and acidified to pH ˜5 with 1 N aqueous HCl. The aqueous solution was extracted with chloroform/2-propanol (3:1, 3×10 mL)... Reactants: BrCc1ccccc1, OCCCCO, C1CCOC1, CC(C)(C)[O-], [Cl-], Cl, [K+], [Na+]. Product: OCCCCOCc1ccccc1. As a reaction SMILES: [Br:7][CH2:8][c:9]1[cH:10][cH:11][cH:12][cH:13][cH:14]1.[CH2:1]([CH2:2][CH2:3][CH2:4][OH:5])[OH:6].[CH2:24]1[O:25][CH2:26][CH2:27][CH2:28]1.[CH3:15][C:16]([CH3:17])([O-:18])[CH3:19].[Cl-:23].[ClH:21].[K+:20].[Na+:22]>>[CH2:1]([CH2:2][CH2:3][CH2:4][O:5][CH2:8][c:9]1[cH:10][cH:11][cH:12][cH:13][cH:14]1)[OH:6]. Reactants: CCn1nc(C)cc1C(=O)OC, O=C1CCC(=O)N1I, CN(C)C=O, O. Yields the product CCn1nc(C)c(I)c1C(=O)OC. As a reaction SMILES: [CH2:1]([CH3:2])[n:3]1[n:4][c:5]([CH3:12])[cH:6][c:7]1[C:8](=[O:9])[O:10][CH3:11].[I:13][N:14]1[C:15](=[O:16])[CH2:17][CH2:18][C:19]1=[O:20].[O:21]=[CH:22][N:23]([CH3:24])[CH3:25].[OH2:26]>>[CH2:1]([CH3:2])[n:3]1[n:4][c:5]([CH3:12])[c:6]([I:13])[c:7]1[C:8](=[O:9])[O:10][CH3:11]. The reactants are OC1=C(C=C(C(=O)N)C=C1C(C)(C)C)C(C)(C)C (4-hydroxy-3,5-di-tert-butylbenzamide), ClC(=O)SCl (chlorocarbonylsulfenyl choride). The product is OC1=C(C=C(C=C1C(C)(C)C)C1=NSC(O1)=O)C(C)(C)C (5-[4-hydroxy-3,5-di-tert-butylphenyl]-1,3,4-oxathiazol-2-one). RXN SMILES: [OH:1][C:2]1[C:10]([C:11]([CH3:14])([CH3:13])[CH3:12])=[CH:9][C:5]([C:6]([NH2:8])=[O:7])=[CH:4][C:3]=1[C:15]([CH3:18])([CH3:17])[CH3:16].Cl[C:20]([S:22]Cl)=[O:21]>>[OH:1][C:2]1[C:10]([C:11]([CH3:12])([CH3:14])[CH3:13])=[CH:9][C:5]([C:6]2[O:7][C:20](=[O:21])[S:22][N:8]=2)=[CH:4][C:3]=1[C:15]([CH3:18])([CH3:17])[CH3:16]. Procedure details: The procedure of Example 1 is repeated using 3.03 grams of 4-hydroxy-3,5-di-tert-butylbenzamide and 3.18 grams of chlorocarbonylsulfenyl choride. Recrystallization from toluene:heptane (1:1) affords the title compound as a white crystalline solid: mp 155°-157° C. (dec.). Reactants: O=C([O-])[O-], C#CCBr, CC#N, [K+], [K+], Cc1ccc(O)c(S(N)(=O)=O)c1. Yields the product C#CCOc1ccc(C)cc1S(N)(=O)=O. As a reaction SMILES: [C:13](=[O:14])([O-:15])[O-:16].[CH2:19]([C:20]#[CH:21])[Br:22].[CH3:23][C:24]#[N:25].[K+:17].[K+:18].[OH:1][c:2]1[c:3]([S:9](=[O:10])(=[O:11])[NH2:12])[cH:4][c:5]([CH3:8])[cH:6][cH:7]1>>[O:1]([c:2]1[c:3]([S:9](=[O:10])(=[O:11])[NH2:12])[cH:4][c:5]([CH3:8])[cH:6][cH:7]1)[CH2:21][C:20]#[CH:19]. Reactants: Schiff base, N[C@H](C(C)C)C(=O)O (D-valine), COC=1C=CC(=CC1)C=O (anisaldehyde), ClC1=CC(=CC=C1)C(=O)OO (meta-chloroperbenzoic acid). Solvent: ClCCl (dichloromethane). Procedure: 23.4 g (0.1 mol) of the Schiff base of D-valine and anisaldehyde prepared according to Ia) was dissolved, with stirring, in 130 ml of dry dichloromethane. The solution was cooled to 5° C. or lower in an ice bath. Then 20.6 g (0.12 mol) of meta-chloroperbenzoic acid was added, with stirring, to the solution cooled to 5° C. or lower. The stirring was continued and the temperature was allowed to rise to room temperature, after which the stirring was continued for 4 more hours. After about 0.5 hour'... Product: ClC=1C=C(C(=O)O)C=CC1 (meta-chlorobenzoic acid). As a reaction SMILES: N[C@@H](C(O)=O)C(C)C.COC1C=CC(C=O)=CC=1.[Cl:19][C:20]1[CH:25]=[CH:24][CH:23]=[C:22]([C:26]([O:28]O)=[O:27])[CH:21]=1>ClCCl>[Cl:19][C:20]1[CH:21]=[C:22]([CH:23]=[CH:24][CH:25]=1)[C:26]([OH:28])=[O:27]. Reaction conditions: temperature 5 celsius.